Dataset: the Open Reaction Database (ORD), a public repository of structured organic reaction records. Task: describe an organic reaction: reactants, conditions, products, and yield Reactants: CN(C)C=O, COc1ccccc1CC(=O)N1CC2CC(CS(=O)(=O)c3ccc(C)cc3)CC(O)(c3ccccc3OC)C2C1, [N-]=[N+]=[N-], [Na+], O. Yields the product COc1ccccc1CC(=O)N1CC2CC(CN=[N+]=[N-])CC(O)(c3ccccc3OC)C2C1. Reaction SMILES: [CH3:45][N:46]([CH3:47])[CH:48]=[O:49].[CH3:5][O:6][c:7]1[c:8]([C:13]2([OH:44])[CH:14]3[CH2:15][N:16]([C:33]([CH2:34][c:35]4[c:36]([O:41][CH3:42])[cH:37][cH:38][cH:39][cH:40]4)=[O:43])[CH2:17][CH:18]3[CH2:19][CH:20]([CH2:22][S:23]([c:24]3[cH:25][cH:26][c:27]([CH3:28])[cH:29][cH:30]3)(=[O:31])=[O:32])[CH2:21]2)[cH:9][cH:10][cH:11][cH:12]1.[N-:2]=[N+:3]=[N-:4].[Na+:1].[OH2:50]>>[N:2](=[N+:3]=[N-:4])[CH2:22][CH:20]1[CH2:19][CH:18]2[CH:14]([C:13]([c:8]3[c:7]([O:6][CH3:5])[cH:12][cH:11][cH:10][cH:9]3)([OH:44])[CH2:21]1)[CH2:15][N:16]([C:33]([CH2:34][c:35]1[c:36]([O:41][CH3:42])[cH:37][cH:38][cH:39][cH:40]1)=[O:43])[CH2:17]2. Reactants: O.[SH-].[Na+] (sodium hydrosulfide monohydrate), C(CC)S(=O)(=O)C1=NSN=C1C1CN2CCC1C2 (3-(3-propylsulfonyl-1,2,5-thiadiazol-4-yl)-1-azabicyclo[2.2.1]heptane), C([O-])([O-])=O.[K+].[K+] (potassium carbonate), O.[SH-].[Na+] (sodium hydrosulfide monohydrate). Run in CN(C)C=O (DMF). Run at temperature 70 celsius. Yields the product N12CC(C(CC1)C2)C=2C(=NSN2)S (4-(1-azabicyclo[2.2.1]hept-3-yl)-1,2,5-thiadiazol-3-thiol). RXN SMILES: C([S:4]([C:7]1[C:11]([CH:12]2[CH:17]3[CH2:18][N:14]([CH2:15][CH2:16]3)[CH2:13]2)=[N:10][S:9][N:8]=1)(=O)=O)CC.C(=O)([O-])[O-].[K+].[K+].O.[SH-].[Na+]>CN(C=O)C>[N:14]12[CH2:18][CH:17]([CH2:16][CH2:15]1)[CH:12]([C:11]1[C:7]([SH:4])=[N:8][S:9][N:10]=1)[CH2:13]2 |f:1.2.3,4.5.6|. Procedure: Endo (-) 3-(3-(3-propylsulfonyl-1,2,5-thiadiazol-4-yl)-1-azabicyclo[2.2.1]heptane (W094/20496) (1.5 g, 5.2 mmol) and potassium carbonate (1.4 g, 10.4 mmol) in dry DMF(20 ml) was added sodium hydrosulfide monohydrate (1.15 g, 15.6 mmol). The reaction mixture was heated to 70° C. During this period another two portions of sodium hydrosulfide monohydrate was added to complete the reaction. DMF was evaporated and the residue added ice water followed by 4 N hydrochloric acid to pH 8-9. The product wa... Reactants: CC(=O)[O-], CC(=O)[O-], C#CCOCC(=O)OC, CO, [Hg+2], O=S(=O)(O)O. Yields the product COC(=O)COCC(C)=O. Reaction SMILES: [C:17]([O-:18])(=[O:19])[CH3:20].[C:22]([O-:23])(=[O:24])[CH3:25].[CH2:1]([C:2]#[CH:3])[O:4][CH2:5][C:6](=[O:7])[O:8][CH3:9].[CH3:15][OH:16].[Hg+2:21].[S:10]([OH:11])(=[O:12])(=[O:13])[OH:14]>>[CH2:1]([C:2]([CH3:3])=[O:11])[O:4][CH2:5][C:6](=[O:7])[O:8][CH3:9]. The reactants are [O-2].[Mg+2] (Magnesium oxide), ClC1=CC=C(C(=O)OO)C=C1 (4-chloroperoxybenzoic acid), C(C1=CC=CC=C1)(=O)O (benzoic acid). The solvent is C(C)(=O)OCC (ethyl acetate), O (water). Conditions: time 90 minute. Yields the product O.O.O.O.ClC1=CC=C(C(=O)O[O-])C=C1.C(C1=CC=CC=C1)(=O)[O-].[Mg+2] (Magnesium Benzoate 4-Chloroperoxybenzoate Tetrahydrate). Reaction SMILES: [O-2:1].[Mg+2:2].[Cl:3][C:4]1[CH:13]=[CH:12][C:7]([C:8]([O:10][OH:11])=[O:9])=[CH:6][CH:5]=1.[C:14]([OH:22])(=[O:21])[C:15]1[CH:20]=[CH:19][CH:18]=[CH:17][CH:16]=1>C(OCC)(=O)C.O>[OH2:9].[OH2:21].[OH2:1].[OH2:9].[Cl:3][C:4]1[CH:13]=[CH:12][C:7]([C:8]([O:10][O-:11])=[O:9])=[CH:6][CH:5]=1.[C:14]([O-:22])(=[O:21])[C:15]1[CH:20]=[CH:19][CH:18]=[CH:17][CH:16]=1.[Mg+2:2] |f:0.1,6.7.8.9.10.11.12|. Procedure: Magnesium oxide (0.443 g, 11.0 mmol) was added to a solution of 4-chloroperoxybenzoic acid (94.6%, 2.00 g, 11.0 mmol) and benzoic acid (1.26 g, 10.3 mmol) in 65 mL of ethyl acetate and 0.80 mL of water. After 90 min of vigorous stirring, the precipitate was collected via filtration, washed with ethyl acetate (ca. 50 mL), and vacuum dried to give 3.50 g (82% based on Mg2+) of a white powder: Anal. Calcd for C14H17ClMgO9 : C, 43.22; H, 4.40; Cl, 9.11; Mg, 6.25; O(active), 4.11. Found: C, 43.88; H,... The reactants are COC(CC(C(C)C)=O)=O (4-methyl-3-oxovaleric acid methyl ester), CNCCO (2-(methylamino)ethanol). Product: OCCN(C(CC(C(C)C)=O)=O)C (N-(2-Hydroxyethyl)-N,4-dimethyl-3-oxopentanamide). The yield is 97.4%. Reaction SMILES: CO[C:3](=[O:10])[CH2:4][C:5](=[O:9])[CH:6]([CH3:8])[CH3:7].[CH3:11][NH:12][CH2:13][CH2:14][OH:15]>>[OH:15][CH2:14][CH2:13][N:12]([CH3:11])[C:3](=[O:10])[CH2:4][C:5](=[O:9])[CH:6]([CH3:7])[CH3:8]. Procedure: 0.351 mol (50 ml) of 4-methyl-3-oxovaleric acid methyl ester and 0.369 mol (29.5 ml) 2-(methylamino)ethanol were stirred for 15 h at 120° C. in a Dean-Stark apparatus. 12 ml of methanol were collected. Subsequently, the excess starting materials 2 h were distilled off on a rotary evaporator (80° C. water bath, 1 mbar). There were obtained 64 g of the title compound. The reactants are [N+](=O)([O-])C=1C(=NC=CC1)Cl (3-nitro-2-chloro-pyridine), NC(=S)N (thiourea), solution, [OH-].[K+] (KOH). The solvent is C(C)O (ethanol). The product is SC1=NC=CC=C1[N+](=O)[O-] (2-mercapto-3-nitropyridine). As a reaction SMILES: [N+:1]([C:4]1[C:5](Cl)=[N:6][CH:7]=[CH:8][CH:9]=1)([O-:3])=[O:2].NC(N)=[S:13].[OH-].[K+]>C(O)C>[SH:13][C:5]1[C:4]([N+:1]([O-:3])=[O:2])=[CH:9][CH:8]=[CH:7][N:6]=1 |f:2.3|. Procedure details: 2-mercapto-3-nitropyridine was prepared by treating 3-nitro-2-chloro-pyridine (50 g, 0.0317 mol) with thiourea (24 g, 0.0317 mol) in 200 mL of ethanol at reflux for several hours. After the reaction mixture was allowed to cool, 7.19 mL solution of KOH (42.8 g in 115 mL of water) was added and the resulting mixture was heated at reflux for 3 hours. The crude reaction mixture was cooled to room temperature and then concentrated to 50% of its volume in vacuo. After diluting with 300 mL of water, th...